This data is from the Open Reaction Database (ORD), a public repository of structured organic reaction records. The task is: describe an organic reaction: reactants, conditions, products, and yield The reactants are O1C=CC=2C1=CN=C(C2)CO (Furo[2,3-c]pyridin-5-ylmethanol). Reagents/catalysts: [Pd] (palladium on carbon). Solvent: C(C)O (ethanol), [H][H] (hydrogen). The product is O1CCC=2C1=CN=C(C2)CO (2,3-Dihydrofuro[2,3-c]pyridin-5-ylmethanol). The yield is 99.6%. As a reaction SMILES: [O:1]1[C:5]2=[CH:6][N:7]=[C:8]([CH2:10][OH:11])[CH:9]=[C:4]2[CH:3]=[CH:2]1>C(O)C.[H][H].[Pd]>[O:1]1[C:5]2=[CH:6][N:7]=[C:8]([CH2:10][OH:11])[CH:9]=[C:4]2[CH2:3][CH2:2]1. Procedure details: Furo[2,3-c]pyridin-5-ylmethanol (1.29 g, 8.7 mmol) was dissolved in ethanol (50 ml) and hydrogenated under 1 atmosphere of hydrogen at room temperature over 10% palladium on carbon for 18 h. The mixture was filtered and the filtrate evaporated to dryness to provide the desired compound (1.31 g, 100%).